Dataset: the Open Reaction Database (ORD), a public repository of structured organic reaction records. Task: describe an organic reaction: reactants, conditions, products, and yield Reactants: C1CCOC1, O=S(=O)(Nc1cc(N=C(c2ccccc2)c2ccccc2)cnc1Cl)c1ccc(F)cc1, Cl. The product is Nc1cnc(Cl)c(NS(=O)(=O)c2ccc(F)cc2)c1. RXN SMILES: [CH2:33]1[O:34][CH2:35][CH2:36][CH2:37]1.[Cl:1][c:2]1[n:3][cH:4][c:5]([N:19]=[C:20]([c:21]2[cH:22][cH:23][cH:24][cH:25][cH:26]2)[c:27]2[cH:28][cH:29][cH:30][cH:31][cH:32]2)[cH:6][c:7]1[NH:8][S:9](=[O:10])(=[O:11])[c:12]1[cH:13][cH:14][c:15]([F:18])[cH:16][cH:17]1.[ClH:38]>>[Cl:1][c:2]1[n:3][cH:4][c:5]([NH2:19])[cH:6][c:7]1[NH:8][S:9](=[O:10])(=[O:11])[c:12]1[cH:13][cH:14][c:15]([F:18])[cH:16][cH:17]1. Starting materials: CON(C(C)=O)C (N-methoxy-N-methylacetamide), O (Water), C(CCC)[Li] (n-Butyllithium), BrC=1C=CC2=C(CN(CCO2)C(=O)OC(C)(C)C)C1 (1,1-dimethylethyl 7-bromo-2,3-dihydro-1,4-benzoxazepine-4(5H)-carboxylate). Solvent: O1CCCC1 (tetrahydrofuran), O1CCCC1 (tetrahydrofuran). Run at temperature -78 celsius, time 1 hour. Product: C(C)(=O)C=1C=CC2=C(CN(CCO2)C(=O)OC(C)(C)C)C1 (1,1-dimethylethyl 7-acetyl-2,3-dihydro-1,4-benzoxazepine-4(5H)-carboxylate). Yield: 96.6%. As a reaction SMILES: C([Li])CCC.Br[C:7]1[CH:8]=[CH:9][C:10]2[O:16][CH2:15][CH2:14][N:13]([C:17]([O:19][C:20]([CH3:23])([CH3:22])[CH3:21])=[O:18])[CH2:12][C:11]=2[CH:24]=1.CON(C)[C:28](=[O:30])[CH3:29].O>O1CCCC1>[C:28]([C:7]1[CH:8]=[CH:9][C:10]2[O:16][CH2:15][CH2:14][N:13]([C:17]([O:19][C:20]([CH3:23])([CH3:22])[CH3:21])=[O:18])[CH2:12][C:11]=2[CH:24]=1)(=[O:30])[CH3:29]. Procedure: n-Butyllithium (2.5 Min hexane, 2.31 mL, 5.8 mmol) was added to a solution of 1,1-dimethylethyl 7-bromo-2,3-dihydro-1,4-benzoxazepine-4(5H)-carboxylate (1.56 g, 4.76 mmol) in tetrahydrofuran (20 mL) and the resulting mixture was stirred at −78° C. for one hour. A solution of N-methoxy-N-methylacetamide (0.97 g, 9.4 mmol) in tetrahydrofuran (5 mL) was added to the reaction mixture dropwise then warmed to room temperature and stirred for an additional hour. Water (50 mL) was added and the resultin... Starting materials: CC(=O)OC=CC1CC(=O)N1, CCOC(C)=O. The product is CC(=O)OCCC1CC(=O)N1. RXN SMILES: [C:1]([CH3:2])(=[O:3])[O:4][CH:5]=[CH:6][CH:7]1[CH2:8][C:9](=[O:11])[NH:10]1.[CH2:12]([O:13][C:14](=[O:15])[CH3:16])[CH3:17]>>[C:1]([CH3:2])(=[O:3])[O:4][CH2:5][CH2:6][CH:7]1[CH2:8][C:9](=[O:11])[NH:10]1.